This data is from the Open Reaction Database (ORD), a public repository of structured organic reaction records. The task is: describe an organic reaction: reactants, conditions, products, and yield The reactants are [Si](C)(C)(C(C)(C)C)O[C@@H]1CC[C@@H](N(C1)C(=O)OC(C)(C)C)C=C (tert-butyl (2R,5R)-5-{[tert-butyl(dimethyl)silyl]oxy}-2-vinylpiperidine-1-carboxylate), [Si](C)(C)(C(C)(C)C)O[C@@H]1CC[C@@H](N(C1)C(=O)OC(C)(C)C)C=C (tert-butyl (2R,5R)-5-{[tert-butyl(dimethyl)silyl]oxy}-2-vinylpiperidine-1-carboxylate), B1C2CCCC1CCC2 (9-BBN), C1CCOC1 (THF). The solvent is C(C)(=O)OCC (ethyl acetate), O (water), [OH-].[Na+] (NaOH), OO (H2O2). Run at time 45 minute. Product: [Si](C)(C)(C(C)(C)C)O[C@@H]1CC[C@@H](N(C1)C(=O)OC(C)(C)C)CCO (tert-Butyl(2R,5R)-5-{[tert-butyl(dimethyl)silyl]oxy}-2-(2-hydroxyethyl)piperidine-1-carboxylate). Reaction SMILES: [Si:1]([O:8][C@H:9]1[CH2:14][N:13]([C:15]([O:17][C:18]([CH3:21])([CH3:20])[CH3:19])=[O:16])[C@@H:12]([CH:22]=[CH2:23])[CH2:11][CH2:10]1)([C:4]([CH3:7])([CH3:6])[CH3:5])([CH3:3])[CH3:2].B1C2CCCC1CCC2.C1C[O:36]CC1>O.[OH-].[Na+].OO.C(OCC)(=O)C>[Si:1]([O:8][C@H:9]1[CH2:14][N:13]([C:15]([O:17][C:18]([CH3:21])([CH3:20])[CH3:19])=[O:16])[C@@H:12]([CH2:22][CH2:23][OH:36])[CH2:11][CH2:10]1)([C:4]([CH3:7])([CH3:6])[CH3:5])([CH3:2])[CH3:3] |f:4.5|. Procedure: To a solution of tert-butyl (2R,5R)-5-{[tert-butyl(dimethyl)silyl]oxy}-2-vinylpiperidine-1-carboxylate (Intermediate 188, 1.39 g) in THF (20 mL) at 0° C. was added 9-BBN (0.5 M, 15 mL). After 45 minutes, the reaction was diluted with water (3 mL), 3 N NaOH (12 mL) and 30% H2O2 (12 mL). After 15 minutes, the reaction was allowed to warm to room temperature. After 30 minutes, the reaction was diluted with ethyl acetate, washed with 1 N HCl, NaHCO3 and brine, dried (Na2SO4), filtered and concentrat... The reactants are C1CCOS1(=O)=O (propane-1,3-sultone), N1CCCC2=CC=CC=C12 (1,2,3,4-tetrahydroquinoline). Run in CO (methanol). Conditions: time 3.45 hour. The product is N1(CCCC2=CC=CC=C12)CCCS(=O)(=O)O (1,2,3,4-Tetrahydroquinoline-N-propanesulphonic acid). RXN SMILES: [CH2:1]1[S:5](=[O:7])(=[O:6])[O:4][CH2:3][CH2:2]1.[NH:8]1[C:17]2[C:12](=[CH:13][CH:14]=[CH:15][CH:16]=2)[CH2:11][CH2:10][CH2:9]1>CO>[N:8]1([CH2:3][CH2:2][CH2:1][S:5]([OH:4])(=[O:7])=[O:6])[C:17]2[C:12](=[CH:13][CH:14]=[CH:15][CH:16]=2)[CH2:11][CH2:10][CH2:9]1. Reported procedure: 48.8 molten propane-1,3-sultone were added dropwise at 60+ to 80° C. within the course of 50 minutes to 58.4 g 1,2,3,4-tetrahydroquinoline in a 500 ml. flask. The reaction mixture was left for 3.45 hours at about 70° C. and subsequently 470 ml. methanol were added portionwise under reflux conditions and further stirred under reflux conditions until the solid, glasslike under material had dissolved completely. Thereafter, the reaction mixture was cooled to ambient temperature, while stirring, a r... Reactants: CC(C)(C)NC(=O)c1cccc(CCl)c1, O=C([O-])[O-], CC1CN(C(=O)OC(C)(C)C)CCN1, CC#N, [I-], [K+], [K+], [Na+]. Product: CC1CN(C(=O)OC(C)(C)C)CCN1Cc1cccc(C(=O)NC(C)(C)C)c1. Reaction SMILES: [C:15]([CH3:16])([CH3:17])([CH3:18])[NH:19][C:20]([c:21]1[cH:22][c:23]([CH2:27][Cl:28])[cH:24][cH:25][cH:26]1)=[O:29].[C:30](=[O:31])([O-:32])[O-:33].[CH3:1][CH:2]1[CH2:3][N:4]([C:8](=[O:9])[O:10][C:11]([CH3:12])([CH3:13])[CH3:14])[CH2:5][CH2:6][NH:7]1.[CH3:38][C:39]#[N:40].[I-:37].[K+:34].[K+:35].[Na+:36]>>[CH3:1][CH:2]1[CH2:3][N:4]([C:8](=[O:9])[O:10][C:11]([CH3:12])([CH3:13])[CH3:14])[CH2:5][CH2:6][N:7]1[CH2:27][c:23]1[cH:22][c:21]([C:20]([NH:19][C:15]([CH3:16])([CH3:17])[CH3:18])=[O:29])[cH:26][cH:25][cH:24]1. Reactants: COc1ccc([N+](=O)[O-])c(OC)c1, CCOC(C)=O, F[n+]1cc(Cl)cc(Cl)c1, ClCC(Cl)(Cl)Cl, O=S(=O)([O-])C(F)(F)F. The product is COc1cc(OC)c([N+](=O)[O-])cc1F. Reaction SMILES: [CH3:1][O:2][c:3]1[c:4]([N+:11](=[O:12])[O-:13])[cH:5][cH:6][c:7]([O:9][CH3:10])[cH:8]1.[CH3:31][CH2:32][O:33][C:34](=[O:35])[CH3:36].[Cl:22][c:23]1[cH:24][n+:25]([F:26])[cH:27][c:28]([Cl:29])[cH:30]1.[Cl:37][CH2:38][C:39]([Cl:40])([Cl:41])[Cl:42].[S:14]([O-:15])([C:16]([F:17])([F:18])[F:19])(=[O:20])=[O:21]>>[CH3:1][O:2][c:3]1[c:4]([N+:11](=[O:12])[O-:13])[cH:5][c:6]([F:18])[c:7]([O:9][CH3:10])[cH:8]1.